This data is from the Open Reaction Database (ORD), a public repository of structured organic reaction records. The task is: describe an organic reaction: reactants, conditions, products, and yield The reactants are C(#N)C1=C(N=C(N1)CCC)C(CC)(C)O (5-cyano-4-(1-hydroxy-1-methylpropyl)-2-propylimidazole), [H-].[Na+] (sodium hydride), C(C1=CC=CC=C1)(C1=CC=CC=C1)(C1=CC=CC=C1)N1N=NN=C1C1=C(C=CC=C1)C1=CC=C(CBr)C=C1 (4-[2-(trityltetrazol-5-yl)phenyl]benzyl bromide). Yields the product C(#N)C1=C(N=C(N1CC1=CC=C(C=C1)C1=C(C=CC=C1)C1=NN=NN1C(C1=CC=CC=C1)(C1=CC=CC=C1)C1=CC=CC=C1)CCC)C(CC)(C)O (5-Cyano-4-(1-hydroxy-1-methylpropyl)-2-propyl-1-{4-[2-(trityltetrazol-5-yl)phenyl]phenyl}methylimidazole). Yield: 77.4%. Reaction SMILES: [C:1]([C:3]1[NH:7][C:6]([CH2:8][CH2:9][CH3:10])=[N:5][C:4]=1[C:11]([OH:15])([CH3:14])[CH2:12][CH3:13])#[N:2].[H-].[Na+].[C:18]([N:37]1[C:41]([C:42]2[CH:47]=[CH:46][CH:45]=[CH:44][C:43]=2[C:48]2[CH:55]=[CH:54][C:51]([CH2:52]Br)=[CH:50][CH:49]=2)=[N:40][N:39]=[N:38]1)([C:31]1[CH:36]=[CH:35][CH:34]=[CH:33][CH:32]=1)([C:25]1[CH:30]=[CH:29][CH:28]=[CH:27][CH:26]=1)[C:19]1[CH:24]=[CH:23][CH:22]=[CH:21][CH:20]=1>>[C:1]([C:3]1[N:7]([CH2:52][C:51]2[CH:50]=[CH:49][C:48]([C:43]3[CH:44]=[CH:45][CH:46]=[CH:47][C:42]=3[C:41]3[N:37]([C:18]([C:31]4[CH:36]=[CH:35][CH:34]=[CH:33][CH:32]=4)([C:25]4[CH:26]=[CH:27][CH:28]=[CH:29][CH:30]=4)[C:19]4[CH:24]=[CH:23][CH:22]=[CH:21][CH:20]=4)[N:38]=[N:39][N:40]=3)=[CH:55][CH:54]=2)[C:6]([CH2:8][CH2:9][CH3:10])=[N:5][C:4]=1[C:11]([OH:15])([CH3:14])[CH2:12][CH3:13])#[N:2] |f:1.2|. Procedure: Following a procedure a similar to that described in Example 18(a), but using 380 mg of 5-cyano-4-(1-hydroxy-1-methylpropyl)-2-propylimidazole (prepared as described in Preparation 20), 88 mg of sodium hydride (as a 55% w/w dispersion in mineral oil) and 1.07 g of 4-[2-(trityltetrazol-5-yl)phenyl]benzyl bromide, 0.97 g of the title compound were obtained as an amorphous solid. Starting materials: BrCCCCl (1-bromo-3-chloropropane), CN1C(NN=C1C=1C=NC=CC1)=S (4-methyl-5-(3-pyridinyl)-2,4-dihydro-3H-1,2,4-triazole-3-thione), C(C)(=O)O (Acetic acid). The solvent is C(C)O (ethanol). Conditions: temperature 90 celsius. The product is ClCCCSC=1N(C(=NN1)C=1C=NC=CC1)C (3-{5-[(3-Chloropropyl)thio]-4-methyl-4H-1,2,4-triazol-3-yl}pyridine). RXN SMILES: [CH3:1][N:2]1[C:6]([C:7]2[CH:8]=[N:9][CH:10]=[CH:11][CH:12]=2)=[N:5][NH:4][C:3]1=[S:13].Br[CH2:15][CH2:16][CH2:17][Cl:18].C(O)(=O)C>C(O)C>[Cl:18][CH2:17][CH2:16][CH2:15][S:13][C:3]1[N:2]([CH3:1])[C:6]([C:7]2[CH:8]=[N:9][CH:10]=[CH:11][CH:12]=2)=[N:5][N:4]=1. Reported procedure: To 4-methyl-5-(3-pyridinyl)-2,4-dihydro-3H-1,2,4-triazole-3-thione (0.4 g, preparation reported in WO 02/40471) in ethanol (6 ml) sodium ethanolate (0.85 ml) was carefully added with stirring followed by 1-bromo-3-chloropropane (0.31 ml). The mixture was heated at 90° C. for 1 h. Acetic acid was added at room temperature until pH=4. After elimination of the solvent under reduced pressure the residue was partitioned between aqueous NaHCO3 (saturated) and DCM. The organic layer was collected and t... The reactants are CC(=O)OC(C)=O, ClCCl, COc1ccc(Cn2c(=O)c3cc(CN)ccc3n(C3CCN(C(=O)OCc4ccccc4)CC3)c2=O)cc1OC. Product: COc1ccc(Cn2c(=O)c3cc(CNC(C)=O)ccc3n(C3CCN(C(=O)OCc4ccccc4)CC3)c2=O)cc1OC. As a reaction SMILES: [CH3:1][C:2](=[O:3])[O:4][C:5](=[O:6])[CH3:7].[Cl:49][CH2:50][Cl:51].[NH2:8][CH2:9][c:10]1[cH:11][c:12]2[c:13](=[O:48])[n:14]([CH2:37][c:38]3[cH:39][c:40]([O:46][CH3:47])[c:41]([O:44][CH3:45])[cH:42][cH:43]3)[c:15](=[O:36])[n:16]([CH:20]3[CH2:21][CH2:22][N:23]([C:26](=[O:27])[O:28][CH2:29][c:30]4[cH:31][cH:32][cH:33][cH:34][cH:35]4)[CH2:24][CH2:25]3)[c:17]2[cH:18][cH:19]1>>[CH3:1][C:2](=[O:3])[NH:8][CH2:9][c:10]1[cH:11][c:12]2[c:13](=[O:48])[n:14]([CH2:37][c:38]3[cH:39][c:40]([O:46][CH3:47])[c:41]([O:44][CH3:45])[cH:42][cH:43]3)[c:15](=[O:36])[n:16]([CH:20]3[CH2:21][CH2:22][N:23]([C:26](=[O:27])[O:28][CH2:29][c:30]4[cH:31][cH:32][cH:33][cH:34][cH:35]4)[CH2:24][CH2:25]3)[c:17]2[cH:18][cH:19]1.